From a dataset of the Open Reaction Database (ORD), a public repository of structured organic reaction records. describe an organic reaction: reactants, conditions, products, and yield Reactants: ClC1=CC(=C(C(=O)C=2N=NNC2C(=O)OCC)C=C1)[N+](=O)[O-] (ethyl 4-(4-chloro-2-nitrobenzoyl)-1H-1,2,3-triazole-5-carboxylate). The reagents and catalysts are O=[Pt]=O (PtO2). Solvent: C(C)O (ethanol), C(Cl)(Cl)Cl (chloroform), C(C)O (ethanol). Reaction conditions: time 19 hour. Yields the product ClC1=CC(=C(C(=O)C=2N=NNC2C(=O)OCC)C=C1)N (Ethyl 4-(4-chloro-2-aminobenzoyl)-1H-1,2,3-triazole-5-carboxylate). The yield is 108.4%. Reaction SMILES: [Cl:1][C:2]1[CH:19]=[CH:18][C:5]([C:6]([C:8]2[N:9]=[N:10][NH:11][C:12]=2[C:13]([O:15][CH2:16][CH3:17])=[O:14])=[O:7])=[C:4]([N+:20]([O-])=O)[CH:3]=1>C(O)C.C(Cl)(Cl)Cl.O=[Pt]=O>[Cl:1][C:2]1[CH:19]=[CH:18][C:5]([C:6]([C:8]2[N:9]=[N:10][NH:11][C:12]=2[C:13]([O:15][CH2:16][CH3:17])=[O:14])=[O:7])=[C:4]([NH2:20])[CH:3]=1. Reported procedure: A suspension of PtO2 (541.6 mg) in ethanol (50 mL) was shaken under hydrogen (40 psi) in a PARR™ hydrogenator for 19 hours. A solution of ethyl 4-(4-chloro-2-nitrobenzoyl)-1H-1,2,3-triazole-5-carboxylate (1.014 g, 3.124 mmol) in chloroform (10 mL)/ethanol (200 mL) was then added to the reaction mixture and shaking on the PARR™ hydrogenator at 51 psi was continued. After 3 hours the reaction mixture was filtered through a pad of CELITE™, washing with ethanol. The filtrate was concentrated under v...